From a dataset of the Open Reaction Database (ORD), a public repository of structured organic reaction records. describe an organic reaction: reactants, conditions, products, and yield The reactants are C(=O)(OCC)C(C(=O)O)CC (2-carboethoxybutyric acid), S(O)(O)(=O)=O (sulfuric acid), C(C)NCC (diethylamine), C=O (formalin). Reaction conditions: time 24 hour. The product is C(C)C=C(C(=O)O)CC.C(C)C(C(=O)O)=C (2-Ethylacrylic Acid (ethyl 2-ethylacrylate)). RXN SMILES: [C:1]([CH:6]([CH2:10][CH3:11])[C:7]([OH:9])=[O:8])([O:3]CC)=[O:2].C(N[CH2:15][CH3:16])C.[CH2:17]=O.S(=O)(=O)(O)O>>[CH2:11]([CH:10]=[C:6]([CH2:15][CH3:16])[C:7]([OH:9])=[O:8])[CH3:17].[CH2:10]([C:6](=[CH2:7])[C:1]([OH:3])=[O:2])[CH3:11] |f:4.5|. Procedure details: The 2-carboethoxybutyric acid obtained in step (a) was cooled to −5° C. and diethylamine was added. A solution of formalin was added dropwise into the cooled reaction mixture which was then allowed to warm to room temperature. After stirring for 24 h the reaction mixture was warmed to 60° C. and stirred for 8 h more. The mixture consisted of two layers, which were cooled to 0° C. Concentrated sulfuric acid was added and the mixture is extracted with three 200 ml portions of diethyl ether. The et... Reactants: Clc1ncc(Br)cn1, CS(=O)(=O)c1ccc(N2CCc3c(OC4CCNCC4)cccc32)cc1, CO, CC#N, CCN(C(C)C)C(C)C, Cl. Product: CS(=O)(=O)c1ccc(N2CCc3c(OC4CCN(c5ncc(Br)cn5)CC4)cccc32)cc1. Reaction SMILES: [Br:37][c:38]1[cH:39][n:40][c:41]([Cl:44])[n:42][cH:43]1.[CH3:2][S:3](=[O:4])(=[O:5])[c:6]1[cH:7][cH:8][c:9]([N:12]2[CH2:13][CH2:14][c:15]3[c:16]([O:21][CH:22]4[CH2:23][CH2:24][NH:25][CH2:26][CH2:27]4)[cH:17][cH:18][cH:19][c:20]32)[cH:10][cH:11]1.[CH3:45][OH:46].[CH3:47][C:48]#[N:49].[CH:28]([N:29]([CH2:30][CH3:31])[CH:32]([CH3:33])[CH3:34])([CH3:35])[CH3:36].[ClH:1]>>[CH3:2][S:3](=[O:4])(=[O:5])[c:6]1[cH:7][cH:8][c:9]([N:12]2[CH2:13][CH2:14][c:15]3[c:16]([O:21][CH:22]4[CH2:23][CH2:24][N:25]([c:41]5[n:40][cH:39][c:38]([Br:37])[cH:43][n:42]5)[CH2:26][CH2:27]4)[cH:17][cH:18][cH:19][c:20]32)[cH:10][cH:11]1. Starting materials: N1=CC=CC=C1 (pyridine), Cl.Cl.O1CCN(CC1)CCNN=CNC1=CC=C(C(=O)O)C=C1 (4-[(2-morpholinoethyl)aminoiminomethylamino]benzoic acid.dihydrochloride), Cl.C(N)(=N)C=1C=C2C=CC(=C(C2=CC1)CC(N)=O)O (6-amidino-1-carbamoylmethyl-2-naphthol.hydrochloride), C1CCC(CC1)N=C=NC2CCCCC2 (DCC). Reagents/catalysts: CN(C)C=1C=CN=CC1 (DMAP). The solvent is C(C)C(=O)C.O.C(=O)O (methyl ethyl ketone water formic acid). Reaction conditions: time 2 hour. Product: O1CCN(CC1)CCNN=CNC1=CC=C(C(=O)OC2=C(C3=CC=C(C=C3C=C2)C(N)=N)CC(N)=O)C=C1 (6-amidino-1-carbamoylmethyl-2-naphthyl 4-[(2-morpholinoethyl)aminoiminomethylamino)-benzoate). Yield: 49.4%. Reaction SMILES: N1C=CC=CC=1.Cl.Cl.[O:9]1[CH2:14][CH2:13][N:12]([CH2:15][CH2:16][NH:17][N:18]=[CH:19][NH:20][C:21]2[CH:29]=[CH:28][C:24]([C:25]([OH:27])=[O:26])=[CH:23][CH:22]=2)[CH2:11][CH2:10]1.Cl.[C:31]([C:34]1[CH:35]=[C:36]2[C:41](=[CH:42][CH:43]=1)[C:40]([CH2:44][C:45](=[O:47])[NH2:46])=[C:39](O)[CH:38]=[CH:37]2)(=[NH:33])[NH2:32].C1CCC(N=C=NC2CCCCC2)CC1>CN(C1C=CN=CC=1)C.C(C(C)=O)C.O.C(O)=O>[O:9]1[CH2:14][CH2:13][N:12]([CH2:15][CH2:16][NH:17][N:18]=[CH:19][NH:20][C:21]2[CH:29]=[CH:28][C:24]([C:25]([O:27][C:39]3[CH:38]=[CH:37][C:36]4[C:41](=[CH:42][CH:43]=[C:34]([C:31](=[NH:32])[NH2:33])[CH:35]=4)[C:40]=3[CH2:44][C:45](=[O:47])[NH2:46])=[O:26])=[CH:23][CH:22]=2)[CH2:11][CH2:10]1 |f:1.2.3,4.5,8.9.10|. Procedure details: 30 Milliliters of 20% hydrous pyridine was added to 1.2 g of 4-[(2-morpholinoethyl)aminoiminomethylamino]benzoic acid.dihydrochloride, 1.72 g of 6-amidino-1-carbamoylmethyl-2-naphthol.hydrochloride, 1.06 g of DCC and 52.4 mg of DMAP, followed by stirring for 2 hours under cooling with ice and then 48 hours at room temperature. The precipitate was filtered and the filtrate was concentrated under reduced pressure. To the residue was added 15 ml of DMF, and the solution was added dropwise to 400 ml... The reactants are FC(C(=O)O)(F)F (Trifluoroacetic acid), O[C@H]1C[C@H](C1)NC(=O)C1=CN(C2=NC=C(N=C21)C2=NN(C1=CC(=CC=C21)F)C)COCC[Si](C)(C)C (2-(6-fluoro-1-methyl-1H-indazol-3-yl)-5-(2-trimethylsilanyl-ethoxymethyl)-5H-pyrrolo[2,3-b]pyrazine-7-carboxylic acid (cis-3-hydroxy-cyclobutyl)-amide), C(CN)N (ethylenediamine). The solvent is O (water), C(C)(=O)OCC (ethyl acetate), ClCCl (dichloromethane). Run at time 2 hour. Yields the product O[C@H]1C[C@H](C1)NC(=O)C1=CNC2=NC=C(N=C21)C2=NN(C1=CC(=CC=C21)F)C (2-(6-fluoro-1-methyl-1H-indazol-3-yl)-5H-pyrrolo[2,3-b]pyrazine-7-carboxylic acid (cis-3-hydroxy-cyclobutyl)-amide). Isolated yield 78.9%. Reaction SMILES: [OH:1][C@@H:2]1[CH2:5][C@H:4]([NH:6][C:7]([C:9]2[C:17]3[C:12](=[N:13][CH:14]=[C:15]([C:18]4[C:26]5[C:21](=[CH:22][C:23]([F:27])=[CH:24][CH:25]=5)[N:20]([CH3:28])[N:19]=4)[N:16]=3)[N:11](COCC[Si](C)(C)C)[CH:10]=2)=[O:8])[CH2:3]1.FC(F)(F)C(O)=O.C(N)CN>ClCCl.O.C(OCC)(=O)C>[OH:1][C@@H:2]1[CH2:3][C@H:4]([NH:6][C:7]([C:9]2[C:17]3[C:12](=[N:13][CH:14]=[C:15]([C:18]4[C:26]5[C:21](=[CH:22][C:23]([F:27])=[CH:24][CH:25]=5)[N:20]([CH3:28])[N:19]=4)[N:16]=3)[NH:11][CH:10]=2)=[O:8])[CH2:5]1. Procedure details: In a flask, 2-(6-fluoro-1-methyl-1H-indazol-3-yl)-5-(2-trimethylsilanyl-ethoxymethyl)-5H-pyrrolo[2,3-b]pyrazine-7-carboxylic acid (cis-3-hydroxy-cyclobutyl)-amide (138 mg, 0.27 mmol) was dissolved in dichloromethane (1.3 mL). Trifluoroacetic acid (0.84 mL, 10.9 mmol) was added and the orange solution was stirred at room temperature for 2 h. The reaction mixture was concentrated. The residue (light orange foam) was suspended in dichloromethane (1.3 mL) and ethylenediamine (1.1 mL, 16.3 mmol) was ... The reactants are BrC1=C(C=CC2=CC(=CC=C12)C=1OC2=C(C1C(CCCC)=O)C=CC=C2)OCC#N (2-{[1-bromo-6-(3-pentanoyl-1-benzofuran-2-yl)-2-naphthyl]oxy}acetonitrile), C([O-])([O-])=O.[K+].[K+] (potassium carbonate), FC(C1=CC=C(C=C1)B(O)O)(F)F (4-trifluoromethylphenylboronic acid), ClCCl (dichloromethane). Reagents/catalysts: C1=CC=C(C=C1)P([C-]2C=CC=C2)C3=CC=CC=C3.C1=CC=C(C=C1)P([C-]2C=CC=C2)C3=CC=CC=C3.Cl[Pd]Cl.[Fe+2] ([1,1′-bis(diphenylphosphino)ferrocene]dichloropalladium). Solvent: O1CCOCC1 (dioxane), O (water). Reaction conditions: temperature 77 celsius. The product is C(CCCC)(=O)C1=C(OC2=C1C=CC=C2)C=2C=C1C=CC(=C(C1=CC2)C2=CC=C(C=C2)C(F)(F)F)OCC#N (2-({6-(3-pentanoyl-1-benzofuran-2-yl)-1-[4-(trifluoromethyl)phenyl]-2-naphthyl}oxy)acetonitrile). RXN SMILES: Br[C:2]1[C:11]2[C:6](=[CH:7][C:8]([C:12]3[O:13][C:14]4[CH:26]=[CH:25][CH:24]=[CH:23][C:15]=4[C:16]=3[C:17](=[O:22])[CH2:18][CH2:19][CH2:20][CH3:21])=[CH:9][CH:10]=2)[CH:5]=[CH:4][C:3]=1[O:27][CH2:28][C:29]#[N:30].[F:31][C:32]([F:43])([F:42])[C:33]1[CH:38]=[CH:37][C:36](B(O)O)=[CH:35][CH:34]=1.ClCCl.C(=O)([O-])[O-].[K+].[K+]>O1CCOCC1.O.C1C=CC(P(C2C=CC=CC=2)[C-]2C=CC=C2)=CC=1.C1C=CC(P(C2C=CC=CC=2)[C-]2C=CC=C2)=CC=1.Cl[Pd]Cl.[Fe+2]>[C:17]([C:16]1[C:15]2[CH:23]=[CH:24][CH:25]=[CH:26][C:14]=2[O:13][C:12]=1[C:8]1[CH:9]=[C:10]2[C:5](=[CH:6][CH:7]=1)[C:4]([C:36]1[CH:37]=[CH:38][C:33]([C:32]([F:43])([F:42])[F:31])=[CH:34][CH:35]=1)=[C:3]([O:27][CH2:28][C:29]#[N:30])[CH:2]=[CH:11]2)(=[O:22])[CH2:18][CH2:19][CH2:20][CH3:21] |f:3.4.5,8.9.10.11|. Procedure details: Following the procedure described in Step 1 of Example 1, 2-{[1-bromo-6-(3-pentanoyl-1-benzofuran-2-yl)-2-naphthyl]oxy}acetonitrile (0.476 g, 1.03 mmol) was coupled to 4-trifluoromethylphenylboronic acid (0.785 g, 4.13 mmol), using [1,1′-bis(diphenylphosphino)ferrocene]dichloropalladium (II) complex with dichloromethane (1:1) (0.088 g, 0.108 mmol) and potassium carbonate (0.301 g, 2.18 mmol) in dioxane (10 mL) and water (1 mL). The reaction mixture was heated at 77° C. for 16 hours. Purification...